Dataset: the Open Reaction Database (ORD), a public repository of structured organic reaction records. Task: describe an organic reaction: reactants, conditions, products, and yield Reactants: ClC1=CC=C(N=N1)C(=O)N1CCN(CC1)C1=NC=C(C=C1C)C ((6-chloropyridazin-3-yl)[4-(3,5-dimethylpyridin-2-yl)piperazin-1-yl]methanone), CC1CCC(N1)=O (5-methylpyrrolidin-2-one). The product is CC=1C(=NC=C(C1)C)N1CCN(CC1)C(=O)C1=CC=C(N=N1)N1C(CCC1C)=O (1-{6-[4-(3,5-dimethylpyridin-2-yl)piperazine-1-carbonyl]pyridazin-3-yl}-5-methylpyrrolidin-2-one). Isolated yield 10.1%. As a reaction SMILES: Cl[C:2]1[N:7]=[N:6][C:5]([C:8]([N:10]2[CH2:15][CH2:14][N:13]([C:16]3[C:21]([CH3:22])=[CH:20][C:19]([CH3:23])=[CH:18][N:17]=3)[CH2:12][CH2:11]2)=[O:9])=[CH:4][CH:3]=1.[CH3:24][CH:25]1[NH:29][C:28](=[O:30])[CH2:27][CH2:26]1>>[CH3:22][C:21]1[C:16]([N:13]2[CH2:14][CH2:15][N:10]([C:8]([C:5]3[N:6]=[N:7][C:2]([N:29]4[CH:25]([CH3:24])[CH2:26][CH2:27][C:28]4=[O:30])=[CH:3][CH:4]=3)=[O:9])[CH2:11][CH2:12]2)=[N:17][CH:18]=[C:19]([CH3:23])[CH:20]=1. Reported procedure: Using (6-chloropyridazin-3-yl)[4-(3,5-dimethylpyridin-2-yl)piperazin-1-yl]methanone (150 mg) described in Preparation Example 230 and 5-methylpyrrolidin-2-one (54 mg) and by the reaction and treatment in the same manner as in Example 1, the title compound (18 mg) was obtained.